Dataset: the Open Reaction Database (ORD), a public repository of structured organic reaction records. Task: describe an organic reaction: reactants, conditions, products, and yield Starting materials: N[C@@H](C(C)C)C(=O)O (valine), [OH-].[Na+] (NaOH), C1(=CC=CC=C1)CC(=O)Cl (phenylacetyl chloride). Reaction conditions: time 18 hour. Yields the product C1(=CC=CC=C1)CC(=O)N[C@@H](C(C)C)C(=O)O (N-(phenylacetyl) valine). Yield: 75.0%. RXN SMILES: [NH2:1][C@H:2]([C:6]([OH:8])=[O:7])[CH:3]([CH3:5])[CH3:4].[OH-].[Na+].[C:11]1([CH2:17][C:18](Cl)=[O:19])[CH:16]=[CH:15][CH:14]=[CH:13][CH:12]=1>>[C:11]1([CH2:17][C:18]([NH:1][C@H:2]([C:6]([OH:8])=[O:7])[CH:3]([CH3:5])[CH3:4])=[O:19])[CH:16]=[CH:15][CH:14]=[CH:13][CH:12]=1 |f:1.2|. Procedure: To a stirred solution of 5.15 g (44 mmol) of valine (Bachem) in 50 mL (100 mmol) of 2N NaOH cooled to 0° C. was added dropwise 5.3 mL (40 mmol) of phenylacetyl chloride (Aldrich). A colorless oil precipitated. The reaction mixture was allowed to warm to room temperature and stirred for 18 hours, washed with 50 mL diethyl ether, acidified to pH 2–3 with aqueous HCl. The white precipitate formed was filtered off, washed thoroughly with water, followed by diethyl ether to give 7.1 g (30 mmol, 69% y... Reactants: CI, COC(=O)c1ccc(OCC(C)NC(=O)C(F)(F)F)cc1, [K+], [K+], O=C([O-])[O-], CN(C)C=O, O. Product: COC(=O)c1ccc(OCC(C)N(C)C(=O)C(F)(F)F)cc1. RXN SMILES: [CH3:28][I:29].[F:1][C:2]([C:3](=[O:4])[NH:5][CH:6]([CH2:7][O:8][c:9]1[cH:10][cH:11][c:12]([C:13](=[O:14])[O:15][CH3:16])[cH:17][cH:18]1)[CH3:19])([F:20])[F:21].[K+:22].[K+:23].[O-:24][C:25]([O-:26])=[O:27].[O:30]=[CH:31][N:32]([CH3:33])[CH3:34].[OH2:35]>>[F:1][C:2]([C:3](=[O:4])[N:5]([CH:6]([CH2:7][O:8][c:9]1[cH:10][cH:11][c:12]([C:13](=[O:14])[O:15][CH3:16])[cH:17][cH:18]1)[CH3:19])[CH3:25])([F:20])[F:21]. Starting materials: Cc1ccccc1, CN(C)C=O, O=S(Cl)Cl, COc1cc2c(=O)[nH]cnc2cc1OCCn1ccnc1. Product: COc1cc2c(Cl)ncnc2cc1OCCn1ccnc1. RXN SMILES: [CH3:31][c:32]1[cH:33][cH:34][cH:35][cH:36][cH:37]1.[O:26]=[CH:27][N:28]([CH3:29])[CH3:30].[S:22]([Cl:23])([Cl:24])=[O:25].[n:1]1([CH2:6][CH2:7][O:8][c:9]2[c:10]([O:20][CH3:21])[cH:11][c:12]3[c:13](=[O:19])[nH:14][cH:15][n:16][c:17]3[cH:18]2)[cH:2][n:3][cH:4][cH:5]1>>[n:1]1([CH2:6][CH2:7][O:8][c:9]2[c:10]([O:20][CH3:21])[cH:11][c:12]3[c:13]([Cl:24])[n:14][cH:15][n:16][c:17]3[cH:18]2)[cH:2][n:3][cH:4][cH:5]1. The reactants are OC(C1=C(C=CC(=C1)N1C=NC=C1)C)C1=C(C=C(C(=O)OC)C=C1C)C (Methyl (±)-4-[α-hydroxy-5-(1-imidazolyl)-2-methylbenzyl]-3,5-dimethylbenzoate), CC1=CC=C(C=C1)S(=O)(=O)N[C@H](C(=O)Cl)CC1=CC=CC=C1 ((S)-2-(4-methylbenzenesulfonylamino)-3-phenylpropionyl chloride). Solvent: N1=CC=CC=C1 (pyridine), ClC(C)Cl (dichloroethane), ClC(C)Cl (dichloroethane). The product is N1(C=NC=C1)C=1C=CC(=C(C(OC([C@H](CC2=CC=CC=C2)NS(=O)(=O)C2=CC=C(C=C2)C)=O)C2=C(C=C(C(=O)OC)C=C2C)C)C1)C (methyl (±)-4-[5-(1-imidazolyl)-2-methyl-α-{(S)-2-(4-methylbenzenesulfonylamino)-3-phenylpropionyloxy}-benzyl]-3,5-dimethylbenzoate). Isolated yield 100.5%. Reaction SMILES: [OH:1][CH:2]([C:15]1[C:24]([CH3:25])=[CH:23][C:18]([C:19]([O:21][CH3:22])=[O:20])=[CH:17][C:16]=1[CH3:26])[C:3]1[CH:8]=[C:7]([N:9]2[CH:13]=[CH:12][N:11]=[CH:10]2)[CH:6]=[CH:5][C:4]=1[CH3:14].[CH3:27][C:28]1[CH:33]=[CH:32][C:31]([S:34]([NH:37][C@@H:38]([CH2:42][C:43]2[CH:48]=[CH:47][CH:46]=[CH:45][CH:44]=2)[C:39](Cl)=[O:40])(=[O:36])=[O:35])=[CH:30][CH:29]=1>ClC(Cl)C.N1C=CC=CC=1>[N:9]1([C:7]2[CH:6]=[CH:5][C:4]([CH3:14])=[C:3]([CH:8]=2)[CH:2]([C:15]2[C:16]([CH3:26])=[CH:17][C:18]([C:19]([O:21][CH3:22])=[O:20])=[CH:23][C:24]=2[CH3:25])[O:1][C:39](=[O:40])[C@@H:38]([NH:37][S:34]([C:31]2[CH:30]=[CH:29][C:28]([CH3:27])=[CH:33][CH:32]=2)(=[O:36])=[O:35])[CH2:42][C:43]2[CH:44]=[CH:45][CH:46]=[CH:47][CH:48]=2)[CH:13]=[CH:12][N:11]=[CH:10]1. Procedure: Methyl (±)-4-[α-hydroxy-5-(1-imidazolyl)-2-methylbenzyl]-3,5-dimethylbenzoate (46 g) was suspended in dichloroethane (550 ml) and pyridine (15.8 ml), and a solution of (S)-2-(4-methylbenzenesulfonylamino)-3-phenylpropionyl chloride (53.2 g) in dichloroethane (125 ml) was added dropwise to the suspension over 10 minutes with stirring under ice-cooling. The mixture was stirred at room temperature for 4 hours, and the reaction mixture was washed successively with water, 5% citric acid, 5% potassium... Starting materials: C(C)C1=NN=C2N1C1=CC=C(C=C1N=C2O)OC (1-ethyl-4-hydroxy-7-methoxy-[1,2,4]triazolo[4,3-a]quinoxaline), ice water, P(=O)(Cl)(Cl)Cl (phosphorus oxychloride), C(CC)N(CCC)CCC (tri-n-propylamine). Run at time 30 minute. Yields the product ClC=1C=2N(C3=CC=C(C=C3N1)OC)C(=NN2)CC (4-chloro-1-ethyl-7-methoxy-[1,2,4]triazolo[4,3-a]-quinoxaline). As a reaction SMILES: [CH2:1]([C:3]1[N:7]2[C:8]3[C:13]([N:14]=[C:15](O)[C:6]2=[N:5][N:4]=1)=[CH:12][C:11]([O:17][CH3:18])=[CH:10][CH:9]=3)[CH3:2].P(Cl)(Cl)([Cl:21])=O.C(N(CCC)CCC)CC>>[Cl:21][C:15]1[C:6]2[N:7]([C:3]([CH2:1][CH3:2])=[N:4][N:5]=2)[C:8]2[C:13]([N:14]=1)=[CH:12][C:11]([O:17][CH3:18])=[CH:10][CH:9]=2. Procedure details: In a flame-dried reaction flask under a dry nitrogen atmosphere, there were placed 1.87 g. (0.0076 mole) of 1-ethyl-4-hydroxy-7-methoxy-[1,2,4]triazolo[4,3-a]quinoxaline and 25 ml. of phosphorus oxychloride together with 1.8 ml. of tri-n-propylamine. The reaction mixture was then refluxed overnight for approximately 16 hours and finally cooled to room temperature prior to being slowly poured over ice/water. The resulting aqueous mixture was then stirred at room temperature for 30 minutes and fil... Reactants: COc1cc(-c2cc(CN3CCNCC3)ccn2)cc(OC)c1OC, O=C(Cl)c1ccc(-c2ccccc2)cc1. Product: COc1cc(-c2cc(CN3CCN(C(=O)c4ccc(-c5ccccc5)cc4)CC3)ccn2)cc(OC)c1OC. Reaction SMILES: [CH3:1][O:2][c:3]1[cH:4][c:5](-[c:13]2[n:14][cH:15][cH:16][c:17]([CH2:19][N:20]3[CH2:21][CH2:22][NH:23][CH2:24][CH2:25]3)[cH:18]2)[cH:6][c:7]([O:11][CH3:12])[c:8]1[O:9][CH3:10].[c:26]1(-[c:32]2[cH:33][cH:34][c:35]([C:36](=[O:37])[Cl:38])[cH:39][cH:40]2)[cH:27][cH:28][cH:29][cH:30][cH:31]1>>[CH3:1][O:2][c:3]1[cH:4][c:5](-[c:13]2[n:14][cH:15][cH:16][c:17]([CH2:19][N:20]3[CH2:21][CH2:22][N:23]([C:36]([c:35]4[cH:34][cH:33][c:32](-[c:26]5[cH:27][cH:28][cH:29][cH:30][cH:31]5)[cH:40][cH:39]4)=[O:37])[CH2:24][CH2:25]3)[cH:18]2)[cH:6][c:7]([O:11][CH3:12])[c:8]1[O:9][CH3:10]. The reactants are CN(C1CC2=C(OC3=C2C=C(C=C3)C(=O)Cl)CC1)C (2-dimethylamino-1,2,3,4-tetrahydrodibenzofuran-8-carbonyl chloride), NC1=CC=NC=C1 (4-aminopyridine). The product is N1=CC=C(C=C1)NC(=O)C=1C=CC2=C(C3=C(O2)CCC(C3)N(C)C)C1 (N-(pyridin-4-yl)-2-dimethylamino-1,2,3,4-tetrahydrodibenzofuran-8-carboxamide). Yield: 38.8%. As a reaction SMILES: [CH3:1][N:2]([CH3:19])[CH:3]1[CH2:18][CH2:17][C:6]2[O:7][C:8]3[CH:13]=[CH:12][C:11]([C:14](Cl)=[O:15])=[CH:10][C:9]=3[C:5]=2[CH2:4]1.[NH2:20][C:21]1[CH:26]=[CH:25][N:24]=[CH:23][CH:22]=1>>[N:24]1[CH:25]=[CH:26][C:21]([NH:20][C:14]([C:11]2[CH:12]=[CH:13][C:8]3[O:7][C:6]4[CH2:17][CH2:18][CH:3]([N:2]([CH3:19])[CH3:1])[CH2:4][C:5]=4[C:9]=3[CH:10]=2)=[O:15])=[CH:22][CH:23]=1. Reported procedure: Beginning with 0.011 gm (0.04 mMol) 2-dimethylamino-1,2,3,4-tetrahydrodibenzofuran-8-carbonyl chloride and 0.08 mMol 4-aminopyridine, 0.0052 gm (37%) of the title compound were recovered. The reactants are C1(=CC=CC=C1)C1(CCNCC1)OC1=CC(=CC=C1)C(F)(F)F (4-phenyl-4-(3-trifluoromethylphenoxy)piperidine), CN=C=O (methyl isocyanate). Run in C1=CC=CC=C1 (benzene). Run at time 2.5 hour. Product: CNC(=O)N1CCC(CC1)(OC1=CC(=CC=C1)C(F)(F)F)C1=CC=CC=C1 (1-(N-methylamino)carbonyl-4-phenyl-4-(3-trifluoromethylphenoxy)piperidine). Isolated yield 78.0%. Reaction SMILES: [C:1]1([C:7]2([O:13][C:14]3[CH:19]=[CH:18][CH:17]=[C:16]([C:20]([F:23])([F:22])[F:21])[CH:15]=3)[CH2:12][CH2:11][NH:10][CH2:9][CH2:8]2)[CH:6]=[CH:5][CH:4]=[CH:3][CH:2]=1.[CH3:24][N:25]=[C:26]=[O:27]>C1C=CC=CC=1>[CH3:24][NH:25][C:26]([N:10]1[CH2:9][CH2:8][C:7]([C:1]2[CH:6]=[CH:5][CH:4]=[CH:3][CH:2]=2)([O:13][C:14]2[CH:19]=[CH:18][CH:17]=[C:16]([C:20]([F:23])([F:21])[F:22])[CH:15]=2)[CH2:12][CH2:11]1)=[O:27]. Procedure details: To a solution of 2.22 g of 4-phenyl-4-(3-trifluoromethylphenoxy)piperidine in 50 ml of benzene was added 0.40 g of methyl isocyanate. The reaction mixture was stirred at room temperature for 2.5 hours. Evaporation of the volatile afforded an oil which was purified by means of high pressure liquid chromatography (silica gel; elution with 50% ethyl acetate/dichloromethane) to yield 2.04 g (77%) of 1-(N-methylamino)carbonyl-4-phenyl-4-(3-trifluoromethylphenoxy)piperidine, m.p. 124°-127° C. Starting materials: [Br-], CC(C)(C)[Si](C)(C)OC1COC2C(=O)COC12, CC(C)(C)[O-], C[P+](c1ccccc1)(c1ccccc1)c1ccccc1, [K+], C1CCOC1, O. Product: C=C1COC2C(O[Si](C)(C)C(C)(C)C)COC12. RXN SMILES: [Br-:24].[C:7]([CH3:8])([CH3:9])([CH3:10])[Si:11]([O:12][CH:13]1[CH2:14][O:15][CH:16]2[CH:17]1[O:18][CH2:19][C:20]2=[O:21])([CH3:22])[CH3:23].[CH3:1][C:2]([CH3:3])([O-:4])[CH3:5].[CH3:25][P+:26]([c:27]1[cH:28][cH:29][cH:30][cH:31][cH:32]1)([c:33]1[cH:34][cH:35][cH:36][cH:37][cH:38]1)[c:39]1[cH:40][cH:41][cH:42][cH:43][cH:44]1.[K+:6].[O:45]1[CH2:46][CH2:47][CH2:48][CH2:49]1.[OH2:50]>>[CH2:1]=[C:20]1[CH:16]2[O:15][CH2:14][CH:13]([O:12][Si:11]([C:7]([CH3:8])([CH3:9])[CH3:10])([CH3:22])[CH3:23])[CH:17]2[O:18][CH2:19]1. Starting materials: COC(CCC(CO)CO)OC (5,5-Dimethoxy-2-hydroxymethylpentanol), Cl (hydrochloric acid). The solvent is O1CCCC1 (tetrahydrofuran). Conditions: time 4 hour. Yields the product COC1OCC(CC1)CO (2-methoxy-5-hydroxymethyltetrahydropyran). Yield: 87.9%. Reaction SMILES: C[O:2][CH:3]([O:11][CH3:12])[CH2:4][CH2:5][CH:6]([CH2:9]O)[CH2:7][OH:8].Cl>O1CCCC1>[CH3:12][O:11][CH:3]1[CH2:4][CH2:5][CH:6]([CH2:7][OH:8])[CH2:9][O:2]1. Procedure details: 5,5-Dimethoxy-2-hydroxymethylpentanol (2.87 g) was dissolved in tetrahydrofuran, and 1N hydrochloric acid (0.1 ml) was added dropwise thereto, and then the mixture stirred at room for 4 hours. After concentrating the reaction mixture, the residue was purified on a silica gel column (eluent: chloroform/methanol=20/1) to obtain the desired product (2.07 g, 88%) as pale yellow oil.